Dataset: the Open Reaction Database (ORD), a public repository of structured organic reaction records. Task: describe an organic reaction: reactants, conditions, products, and yield Reactants: O=CCC1CN(Cc2ccccc2)CCN1, C[N+]1([O-])CCOCC1, CCC[N+](CCC)(CCC)CCC, O=[Ru](=O)(=O)[O-]. Product: CC(O)CC1CN(Cc2ccccc2)CCN1. As a reaction SMILES: [CH2:9]([c:10]1[cH:11][cH:12][cH:13][cH:14][cH:15]1)[N:16]1[CH2:17][CH:18]([CH2:22][CH:23]=[O:24])[NH:19][CH2:20][CH2:21]1.[CH3:1][N+:2]1([O-:3])[CH2:4][CH2:5][O:6][CH2:7][CH2:8]1.[CH3:25][CH2:26][CH2:27][N+:28]([CH2:29][CH2:30][CH3:31])([CH2:32][CH2:33][CH3:34])[CH2:35][CH2:36][CH3:37].[O:38]=[Ru:39](=[O:40])([O-:41])=[O:42]>>[CH3:1][CH:23]([CH2:22][CH:18]1[CH2:17][N:16]([CH2:9][c:10]2[cH:11][cH:12][cH:13][cH:14][cH:15]2)[CH2:21][CH2:20][NH:19]1)[OH:24]. Reactants: BrC=1C=NC=C(C1)I (3-bromo-5-iodopyridine), C[Si](C)(C)C#C (trimethylsilylacetylene). The reagents and catalysts are Cl[Pd]([P](C1=CC=CC=C1)(C2=CC=CC=C2)C3=CC=CC=C3)([P](C4=CC=CC=C4)(C5=CC=CC=C5)C6=CC=CC=C6)Cl (bis(triphenylphosphine)palladium(II) dichloride). Solvent: C(C)N(CC)CC (triethylamine), C(C)#N (acetonitrile). Conditions: time 16 hour. The product is BrC=1C=NC=C(C1)C#C[Si](C)(C)C (3-Bromo-5-[(trimethylsilanyl)-ethynyl]-pyridine). Isolated yield 99.0%. Reaction SMILES: [CH3:1][Si:2]([C:5]#[CH:6])([CH3:4])[CH3:3].[Br:7][C:8]1[CH:9]=[N:10][CH:11]=[C:12](I)[CH:13]=1>C(N(CC)CC)C.C(#N)C.Cl[Pd](Cl)([P](C1C=CC=CC=1)(C1C=CC=CC=1)C1C=CC=CC=1)[P](C1C=CC=CC=1)(C1C=CC=CC=1)C1C=CC=CC=1>[Br:7][C:8]1[CH:9]=[N:10][CH:11]=[C:12]([C:6]#[C:5][Si:2]([CH3:4])([CH3:3])[CH3:1])[CH:13]=1 |^1:27,46|. Procedure: Add trimethylsilylacetylene (54.6 mL, 389.4 mmol) to a stirred mixture of 3-bromo-5-iodopyridine (100 g, 354 mmol) in triethylamine (800 mL) and acetonitrile (800 mL). Purge the system with nitrogen and add bis(triphenylphosphine)palladium(II) dichloride (3.54 mmol, 2.48 g) and stir for 16 h. Concentrate and suspend the residue in 1800 mL of hexanes. Stir for 2 h, filter and concentrate to give the title compound as a brown solid (92g, 99%). The reactants are C(=O)(O)[O-].[Na+] (NaHCO3), P(=O)(Cl)(Cl)Cl (phosphorus oxychloride), NC(=O)C1=CC2=C(N=CN=C2NC2=CC(=CC=C2)Cl)N1 (6-aminocarbonyl-4-(3-chloroanilino)-7H-pyrrolo[2,3-d]pyrimidine), ice. Run in CN(C(C)=O)C (N,N-dimethylacetamide). Reaction conditions: temperature 100 celsius, time 4 hour. Yields the product ClC=1C=C(NC=2C3=C(N=CN2)NC(=C3)C#N)C=CC1 (4-(3-chloroanilino)-6-cyano-7H-pyrrolo[2,3-d]pyrimidine). RXN SMILES: P(Cl)(Cl)(Cl)=O.[NH2:6][C:7]([C:9]1[NH:25][C:12]2[N:13]=[CH:14][N:15]=[C:16]([NH:17][C:18]3[CH:23]=[CH:22][CH:21]=[C:20]([Cl:24])[CH:19]=3)[C:11]=2[CH:10]=1)=O.C([O-])(O)=O.[Na+]>CN(C)C(=O)C>[Cl:24][C:20]1[CH:19]=[C:18]([CH:23]=[CH:22][CH:21]=1)[NH:17][C:16]1[C:11]2[CH:10]=[C:9]([C:7]#[N:6])[NH:25][C:12]=2[N:13]=[CH:14][N:15]=1 |f:2.3|. Procedure: 13 ml of phosphorus oxychloride are added to 1.048 g (3.6 mmol) of 6-aminocarbonyl-4-(3-chloroanilino)-7H-pyrrolo[2,3-d]pyrimidine (see Stage 10.1) and 0.7 ml of N,N-dimethylacetamide. After stirring at RT for 1 h and at 100° C. for 4 h, the reaction mixture is poured into an ice-cooled saturated solution of NaHCO3. Extraction with ethyl acetate (3 times), washing the organic layers with saturated NaHCO3 solution, water and saturated sodium chloride solution, drying (Na2SO4) and concentrating le... The reactants are ClC=1N=C(N(C1Cl)CCCCN1CCC(CC1)=O)C (4,5-dichloro-2-methyl-1-[4-(4-oxo-1-piperidyl)butyl]-1H-imidazole), [Mg+2].[Cl-].[Cl-] (MgCl2), [Cl-].[NH4+] (ammonium chloride), solution, CC1=CC=C(C=C1)[Mg]Br (4-methylphenylmagnesium bromide). Run in O1CCCC1 (tetrahydrofuran), C1CCOC1 (THF). Conditions: time 5 minute. Product: ClC=1N=C(N(C1Cl)CCCCN1CCC(CC1)(C1=CC=C(C=C1)C)O)C (4,5-dichloro-1-{4-[4-hydroxy-4-(4-methylphenyl)-1-piperidyl]butyl}-2-methyl-1H-imidazole). As a reaction SMILES: [Cl:1][C:2]1[N:3]=[C:4]([CH3:19])[N:5]([CH2:8][CH2:9][CH2:10][CH2:11][N:12]2[CH2:17][CH2:16][C:15](=[O:18])[CH2:14][CH2:13]2)[C:6]=1[Cl:7].[Mg+2].[Cl-].[Cl-].[CH3:23][C:24]1[CH:29]=[CH:28][C:27]([Mg]Br)=[CH:26][CH:25]=1.[Cl-].[NH4+]>O1CCCC1>[Cl:1][C:2]1[N:3]=[C:4]([CH3:19])[N:5]([CH2:8][CH2:9][CH2:10][CH2:11][N:12]2[CH2:17][CH2:16][C:15]([OH:18])([C:27]3[CH:28]=[CH:29][C:24]([CH3:23])=[CH:25][CH:26]=3)[CH2:14][CH2:13]2)[C:6]=1[Cl:7] |f:1.2.3,5.6|. Procedure details: A solution of 1.0 g (3.3 mmol) of 4,5-dichloro-2-methyl-1-[4-(4-oxo-1-piperidyl)butyl]-1H-imidazole in 10 ml of anhydrous tetrahydrofuran is added to a suspension of 1.08 g (11.4 mmol) of MgCl2 in 15 ml of anhydrous THF at -40° C. and under a nitrogen atmosphere. The mixture is stirred for 5 minutes and then, at -40° C., 6.8 ml of a 1.0M solution of 4-methylphenylmagnesium bromide are added. The resulting suspension is stirred for 15 minutes at -40° C. and for 3 hours at room temperature. An aqu... Starting materials: C(C)O (ethanol), CC(C(=O)O)(C(C1=CC=C(C=C1)OCC1=NC2=CC=CC=C2C=C1)C1=CC=C(C=C1)OCC1=NC2=CC=CC=C2C=C1)C (2,2-dimethyl-3,3-bis(4-(2-quinolylmethoxy)phenyl)propionic acid), [OH-].[Na+] (NaOH). Run in C1CCOC1 (THF). Reaction conditions: time 1 hour. Product: [Na+].CC(C(=O)[O-])(C(C1=CC=C(C=C1)OCC1=NC2=CC=CC=C2C=C1)C1=CC=C(C=C1)OCC1=NC2=CC=CC=C2C=C1)C (2,2-dimethyl-3,3-bis(4-(2-quinolylmethoxy)phenyl)propionic acid sodium salt). Isolated yield 99.0%. As a reaction SMILES: C(O)C.[CH3:4][C:5]([CH3:46])([CH:9]([C:28]1[CH:33]=[CH:32][C:31]([O:34][CH2:35][C:36]2[CH:45]=[CH:44][C:43]3[C:38](=[CH:39][CH:40]=[CH:41][CH:42]=3)[N:37]=2)=[CH:30][CH:29]=1)[C:10]1[CH:15]=[CH:14][C:13]([O:16][CH2:17][C:18]2[CH:27]=[CH:26][C:25]3[C:20](=[CH:21][CH:22]=[CH:23][CH:24]=3)[N:19]=2)=[CH:12][CH:11]=1)[C:6]([OH:8])=[O:7].[OH-].[Na+:48]>C1COCC1>[Na+:48].[CH3:4][C:5]([CH3:46])([CH:9]([C:28]1[CH:33]=[CH:32][C:31]([O:34][CH2:35][C:36]2[CH:45]=[CH:44][C:43]3[C:38](=[CH:39][CH:40]=[CH:41][CH:42]=3)[N:37]=2)=[CH:30][CH:29]=1)[C:10]1[CH:15]=[CH:14][C:13]([O:16][CH2:17][C:18]2[CH:27]=[CH:26][C:25]3[C:20](=[CH:21][CH:22]=[CH:23][CH:24]=3)[N:19]=2)=[CH:12][CH:11]=1)[C:6]([O-:8])=[O:7] |f:2.3,5.6|. Reported procedure: To a solution in THF (10 mL) and ethanol (8 mL) of 2,2-dimethyl-3,3-bis(4-(2-quinolylmethoxy)phenyl)propionic acid (0.128 g, 0.225 mmol), prepared as in step 3, was added one equivalent of NaOH (2.3 mL, 0.1N NaOH). The reaction was stirred for 1 hour at room temperature, concentrated, and dried under high vacuum to provide 2,2-dimethyl-3,3-bis(4-(2-quinolylmethoxy)phenyl)propionic acid sodium salt as a white powder 0.13 g (99%): mp 250°-255° C. (dec); 1H NMR (300 MHz, DMSO-d6) d 0.91 (s, 6H), 4.... Reactants: [Ag+], [Br-], CC[n+]1cn(N)cn1, CC#N, CO, O=[N+]([O-])[O-]. Yields the product [Br-], CC1([n+]2cn(N)cn2)CC1. As a reaction SMILES: [Ag+:17].[Br-:1].[CH2:2]([CH3:3])[n+:4]1[n:5][cH:6][n:7]([NH2:9])[cH:8]1.[CH3:10][C:11]#[N:12].[CH3:18][OH:19].[N+:13]([O-:14])([O-:15])=[O:16]>>[Br-:1].[C:2]1([CH3:3])([n+:4]2[n:5][cH:6][n:7]([NH2:9])[cH:8]2)[CH2:10][CH2:11]1. Reactants: [OH-].[Na+] (sodium hydroxide), C1(=CC=CC=C1)C(N1CCN(CC1)CC1=CC2=C(N(C(=N2)NC(OC)=O)C)C=C1)C1=CC=CC=C1 (methyl {5-[4-(diphenylmethyl)-1-piperazinylmethyl]-1-methyl-1H-benzimidazol-2-yl}carbamate), Cl (hydrochloric acid). Solvent: O (water). Run at time 8 hour. Yields the product C1(=CC=CC=C1)C(N1CCN(CC1)CC1=CC2=C(N(C(=N2)N)C)C=C1)C1=CC=CC=C1 (5-[4-(diphenylmethyl)-1-piperazinylmethyl]-1-methyl-1H-benzimidazol-2-amine). RXN SMILES: [OH-].[Na+].[C:3]1([CH:9]([C:32]2[CH:37]=[CH:36][CH:35]=[CH:34][CH:33]=2)[N:10]2[CH2:15][CH2:14][N:13]([CH2:16][C:17]3[CH:31]=[CH:30][C:20]4[N:21]([CH3:29])[C:22]([NH:24]C(=O)OC)=[N:23][C:19]=4[CH:18]=3)[CH2:12][CH2:11]2)[CH:8]=[CH:7][CH:6]=[CH:5][CH:4]=1.Cl>O>[C:32]1([CH:9]([C:3]2[CH:8]=[CH:7][CH:6]=[CH:5][CH:4]=2)[N:10]2[CH2:15][CH2:14][N:13]([CH2:16][C:17]3[CH:31]=[CH:30][C:20]4[N:21]([CH3:29])[C:22]([NH2:24])=[N:23][C:19]=4[CH:18]=3)[CH2:12][CH2:11]2)[CH:37]=[CH:36][CH:35]=[CH:34][CH:33]=1 |f:0.1|. Procedure: To a stirred solution of 4 parts of sodium hydroxide in 50 parts of water are added 4.7 parts of methyl {5-[4-(diphenylmethyl)-1-piperazinylmethyl]-1-methyl-1H-benzimidazol-2-yl}carbamate. The whole is stirred and refluxed for 3.50 hours. The reaction mixture is cooled and allowed to stand overnight. It is acidified with a hydrochloric acid solution 10 N. The precipitated product is filtered off, washed with water and boiled in ethanol. After cooling, the product is filtered off, washed with eth...